describe an organic reaction: reactants, conditions, products, and yield From a dataset of the Open Reaction Database (ORD), a public repository of structured organic reaction records. The reactants are FC(F)(F)c1cccc(CBr)c1, CC(C)c1cc(C#N)cc2nc(-c3ccc(C(=O)NCC4CCCNC4)cc3)oc12, O=C([O-])[O-], CO, [K+], [K+]. Product: CC(C)c1cc(C#N)cc2nc(-c3ccc(C(=O)NCC4CCCN(Cc5cccc(C(F)(F)F)c5)C4)cc3)oc12. As a reaction SMILES: [Br:37][CH2:38][c:39]1[cH:40][c:41]([C:45]([F:46])([F:47])[F:48])[cH:42][cH:43][cH:44]1.[C:1](#[N:2])[c:3]1[cH:4][c:5]([CH:28]([CH3:29])[CH3:30])[c:6]2[c:7]([n:8][c:9](-[c:11]3[cH:12][cH:13][c:14]([C:15](=[O:16])[NH:17][CH2:18][CH:19]4[CH2:20][NH:21][CH2:22][CH2:23][CH2:24]4)[cH:25][cH:26]3)[o:10]2)[cH:27]1.[C:31](=[O:32])([O-:33])[O-:34].[CH3:49][OH:50].[K+:35].[K+:36]>>[C:1](#[N:2])[c:3]1[cH:4][c:5]([CH:28]([CH3:29])[CH3:30])[c:6]2[c:7]([n:8][c:9](-[c:11]3[cH:12][cH:13][c:14]([C:15](=[O:16])[NH:17][CH2:18][CH:19]4[CH2:20][N:21]([CH2:38][c:39]5[cH:40][c:41]([C:45]([F:46])([F:47])[F:48])[cH:42][cH:43][cH:44]5)[CH2:22][CH2:23][CH2:24]4)[cH:25][cH:26]3)[o:10]2)[cH:27]1.